describe an organic reaction: reactants, conditions, products, and yield From a dataset of the Open Reaction Database (ORD), a public repository of structured organic reaction records. Starting materials: Cc1ncccc1Oc1ncnc2c1cnn2C1CCNCC1, CCN(C(C)C)C(C)C, O=C(Cl)Oc1ccc([N+](=O)[O-])cc1, ClCCl, O. Yields the product Cc1ncccc1Oc1ncnc2c1cnn2C1CCN(C(=O)Oc2ccc([N+](=O)[O-])cc2)CC1. As a reaction SMILES: [CH3:14][c:15]1[n:16][cH:17][cH:18][cH:19][c:20]1[O:21][c:22]1[c:23]2[c:24]([n:25][cH:26][n:27]1)[n:28]([CH:31]1[CH2:32][CH2:33][NH:34][CH2:35][CH2:36]1)[n:29][cH:30]2.[CH:37]([N:38]([CH:39]([CH3:40])[CH3:41])[CH2:42][CH3:43])([CH3:44])[CH3:45].[Cl:1][C:2](=[O:3])[O:4][c:5]1[cH:6][cH:7][c:8]([N+:11](=[O:12])[O-:13])[cH:9][cH:10]1.[Cl:47][CH2:48][Cl:49].[OH2:46]>>[C:2](=[O:3])([O:4][c:5]1[cH:6][cH:7][c:8]([N+:11](=[O:12])[O-:13])[cH:9][cH:10]1)[N:34]1[CH2:33][CH2:32][CH:31]([n:28]2[c:24]3[c:23]([c:22]([O:21][c:20]4[c:15]([CH3:14])[n:16][cH:17][cH:18][cH:19]4)[n:27][cH:26][n:25]3)[cH:30][n:29]2)[CH2:36][CH2:35]1.